Task: describe an organic reaction: reactants, conditions, products, and yield. Dataset: the Open Reaction Database (ORD), a public repository of structured organic reaction records Starting materials: [C@@H]1([C@@H](CCCC1)C(=O)O)C(=O)O (trans-1,2-cyclohexanedicarboxylic acid), CCOCC (ether), [H-].[Al+3].[Li+].[H-].[H-].[H-] (lithium aluminum hydride), resultant mixture. Run in O1CCCC1 (tetrahydrofuran), O1CCCC1 (tetrahydrofuran), O1CCCC1 (tetrahydrofuran). Yields the product OC[C@H]1[C@@H](CCCC1)CO (trans-1,2-bis(hydroxymethyl)cyclohexane). Yield: 72.5%. As a reaction SMILES: [H-].[Al+3].[Li+].[H-].[H-].[H-].[C@@H:7]1([C:16](O)=[O:17])[CH2:12][CH2:11][CH2:10][CH2:9][C@H:8]1[C:13](O)=[O:14].CCOCC>O1CCCC1>[OH:14][CH2:13][C@@H:8]1[CH2:9][CH2:10][CH2:11][CH2:12][C@H:7]1[CH2:16][OH:17] |f:0.1.2.3.4.5|. Procedure details: To a mixture of lithium aluminum hydride (52.22 g; 1,374 mol) and tetrahydrofuran (500 ml), a solution of trans-1,2-cyclohexanedicarboxylic acid (5) (118.18 g; 0.687 mol) in tetrahydrofuran (2 liters) is dropwise added under reflux, and the resultant mixture is allowed to react under reflux for 3 hours. After completion of the reaction, the reaction mixture is cooled, and wet tetrahydrofuran and ether are dropwise added thereto, followed by filtration. The filtrate is concentrated under reduced ...